Dataset: the Open Reaction Database (ORD), a public repository of structured organic reaction records. Task: describe an organic reaction: reactants, conditions, products, and yield Reactants: O (water), C(=O)C1C2=CC(=CC=C2C=2C(=CC=CC12)C(=O)O)CCCC(=O)O (9-formyl-7-(3-carboxy-propyl)-4-fluorenecarboxylic acid), [BH4-].[Na+] (sodium borohydride), [BH4-].[Na+] (sodium borohydride). Solvent: CO (methanol). Reaction conditions: time 2 hour. Yields the product OCC1C2=CC(=CC=C2C=2C(=CC=CC12)C(=O)O)CCCC(=O)O (9-hydroxymethyl-7-(3-carboxy-propyl)-4-fluorenecarboxylic acid). RXN SMILES: [CH:1]([CH:3]1[C:15]2[CH:14]=[CH:13][CH:12]=[C:11]([C:16]([OH:18])=[O:17])[C:10]=2[C:9]2[C:4]1=[CH:5][C:6]([CH2:19][CH2:20][CH2:21][C:22]([OH:24])=[O:23])=[CH:7][CH:8]=2)=[O:2].[BH4-].[Na+].O>CO>[OH:2][CH2:1][CH:3]1[C:15]2[CH:14]=[CH:13][CH:12]=[C:11]([C:16]([OH:18])=[O:17])[C:10]=2[C:9]2[C:4]1=[CH:5][C:6]([CH2:19][CH2:20][CH2:21][C:22]([OH:24])=[O:23])=[CH:7][CH:8]=2 |f:1.2|. Procedure: In an argon-purged flask, crude 9-formyl-7-(3-carboxy-propyl)-4-fluorenecarboxylic acid (4.0 g, 0.0123 mol) was dissolved in anhydrous methanol (50 mL). The flask was placed in a room temperature bath and sodium borohydride (2.3 g, 0.0615 mol) was carefully added to the reaction in portions (Caution! Flammable gas evolution.). The reaction was stirred for two hours and another portion of sodium borohydride was added (1.2 g, 0.031 mol). After another six hours the reaction was treated with a smal...